This data is from the Open Reaction Database (ORD), a public repository of structured organic reaction records. The task is: describe an organic reaction: reactants, conditions, products, and yield The reactants are C(C)(C)(C)OC(C1=CC=C(C=C1)C=1C=NC=2N(C1)C(=CN2)C2(CC2)C=2C=C1C=CC=NC1=CC2)=O (tert-Butyl-4-[3-(1-quinolin-6-ylcyclopropyl)imidazo[1,2-a]pyrimidin-6-yl]benzoate), Cl (HCl). RXN SMILES: C([O:5][C:6](=[O:35])[C:7]1[CH:12]=[CH:11][C:10]([C:13]2[CH:14]=[N:15][C:16]3[N:17]([C:19]([C:22]4([C:25]5[CH:26]=[C:27]6[C:32](=[CH:33][CH:34]=5)[N:31]=[CH:30][CH:29]=[CH:28]6)[CH2:24][CH2:23]4)=[CH:20][N:21]=3)[CH:18]=2)=[CH:9][CH:8]=1)(C)(C)C.[ClH:36]>O1CCOCC1>[N:31]1[C:32]2[C:27](=[CH:26][C:25]([C:22]3([C:19]4[N:17]5[CH:18]=[C:13]([C:10]6[CH:11]=[CH:12][C:7]([C:6]([OH:35])=[O:5])=[CH:8][CH:9]=6)[CH:14]=[N:15][C:16]5=[N:21][CH:20]=4)[CH2:23][CH2:24]3)=[CH:34][CH:33]=2)[CH:28]=[CH:29][CH:30]=1.[ClH:36]. The solvent is O1CCOCC1 (1,4-dioxane). Yields the product N1=CC=CC2=CC(=CC=C12)C1(CC1)C1=CN=C2N1C=C(C=N2)C2=CC=C(C(=O)O)C=C2 (4-[3-(1-quinolin-6-ylcyclopropyl)imidazo[1,2-a]pyrimidin-6-yl]benzoic acid), Cl (HCl). Reported procedure: tert-Butyl-4-[3-(1-quinolin-6-ylcyclopropyl)imidazo[1,2-a]pyrimidin-6-yl]benzoate (0.125 g, 0.27 mmol) was treated with 4M HCl in 1,4-dioxane (1.5 mL) at RT for 3 h. The mixture was decanted. The solid was washed with ether and dried to give the desired product as HCl salt (129 mg, 99.5%) which was directly used in next step without further purification. LCMS: (M+H)=407.1. Isolated yield 99.5%. Starting materials: ClC1=CC(=C(C(=O)O)C=C1S(=O)(=O)C)C (4-chloro-5-methanesulfonyl-2-methylbenzoic acid), C(C)(OC)(OC)OC (trimethyl orthoacetate), C1(=CC=CC=C1)C (toluene). Run in O1CCOCC1 (dioxane). Reaction conditions: temperature 80 celsius, time 5 hour. Product: CS(=O)(=O)C1=CC(=C(C(=O)OC)C=C1S(=O)(=O)C)C (methyl 4,5-bismethanesulfonyl-2-methylbenzoate). RXN SMILES: Cl[C:2]1[C:10]([S:11]([CH3:14])(=[O:13])=[O:12])=[CH:9][C:5](C(O)=O)=[C:4](C)[CH:3]=1.[C:16](OC)([O:20][CH3:21])([O:18]C)[CH3:17].C1(C)C=CC=CC=1>O1CCOCC1>[CH3:14][S:11]([C:10]1[C:9]([S:11]([CH3:10])(=[O:13])=[O:12])=[CH:5][C:17]([C:16]([O:20][CH3:21])=[O:18])=[C:3]([CH3:4])[CH:2]=1)(=[O:13])=[O:12]. Reported procedure: A solution of 29.5 g of 4-chloro-5-methanesulfonyl-2-methylbenzoic acid and 18.39 g of trimethyl orthoacetate in 100 ml of dioxane was refluxed until the acid had reacted completely. 150 ml of toluene were added, and the solvent was removed to the extent that the mixture still remained stirrable. 150 ml of 1-methyl-2-pyrrolidone (NMP) and 15.8 g of sodium methanesulfinate were subsequently added, and the mixture was stirred at 80° C. for 5 h. After addition of a further 5.3 g of sodium methanesu...